Dataset: the Open Reaction Database (ORD), a public repository of structured organic reaction records. Task: describe an organic reaction: reactants, conditions, products, and yield Run in C(Cl)Cl (CH2Cl2). Reactants: ClC1=C(C=C2C(C(=CN(C2=C1)C1CC1)C(=O)O)=O)F (7-chloro-1-cyclopropyl-6-fluoro-4-oxo-1,4-dihydro-quinoline-3-carboxylic acid), O (water). Reaction conditions: temperature 110 celsius, time 24 hour. Reaction SMILES: [Cl:1][C:2]1[CH:11]=[C:10]2[C:5]([C:6](=[O:18])[C:7]([C:15]([OH:17])=[O:16])=[CH:8][N:9]2[CH:12]2[CH2:14][CH2:13]2)=[CH:4][C:3]=1F.[OH2:20]>C(Cl)Cl>[Cl:1][C:2]1[CH:11]=[C:10]2[C:5]([C:6](=[O:18])[C:7]([C:15]([OH:17])=[O:16])=[CH:8][N:9]2[CH:12]2[CH2:14][CH2:13]2)=[CH:4][C:3]=1[NH:9][CH2:8][CH2:7][O:20][CH2:5][CH2:6][OH:18]. Reported procedure: To a mixture of 7-chloro-1-cyclopropyl-6-fluoro-4-oxo-1,4-dihydro-quinoline-3-carboxylic acid (10 g, 0.035 mol) in 1-methyl-2-pirolidone (70 mL) 2-(2-amino-ethoxy)-ethanol (18 mL, 0.18 mol, 5 eq.) was added, the reaction mixture was stirred at 110° C. for 24 hours. Then was diluted with water (200 mL) and CH2Cl2 (60 mL) and the pH was adjusted to 10. The aqueous layer was extracted with CH2Cl2 (5×50 mL) and then the pH was adjusted to 6.7. After 10 minutes first product precipitated. Filtrated o... The product is ClC1=C(C=C2C(C(=CN(C2=C1)C1CC1)C(=O)O)=O)NCCOCCO (7-chloro-1-cyclopropyl-6-[2-(2-hydroxy-ethoxy)-ethylamino]-4-oxo-1,4-dihydro-quinoline-3-carboxylic acid). Reactants: CCOC1CN(C(C)=O)CC1Nc1nc(CC)c(-c2ccc(Cl)cc2Cl)nc1CC, CCc1cnc(CC)c(NC2CNCC2OCCF)n1, COC(=O)Cl. Yields the product CCc1cnc(CC)c(NC2CN(C(=O)OC)CC2OCCF)n1. As a reaction SMILES: [C:1]([N:2]1[CH2:3][CH:4]([O:5][CH2:6][CH3:7])[CH:8]([NH:9][c:10]2[c:11]([CH2:12][CH3:13])[n:14][c:15](-[c:16]3[cH:17][cH:18][c:19]([Cl:20])[cH:21][c:22]3[Cl:23])[c:24]([CH2:25][CH3:26])[n:27]2)[CH2:28]1)(=[O:29])[CH3:30].[CH2:31]([CH3:32])[c:33]1[c:34]([NH:41][CH:42]2[CH2:43][NH:44][CH2:45][CH:46]2[O:47][CH2:48][CH2:49][F:50])[n:35][c:36]([CH2:39][CH3:40])[cH:37][n:38]1.[Cl:51][C:52](=[O:53])[O:54][CH3:55]>>[CH2:31]([CH3:32])[c:33]1[c:34]([NH:41][CH:42]2[CH2:43][N:44]([C:52](=[O:53])[O:54][CH3:55])[CH2:45][CH:46]2[O:47][CH2:48][CH2:49][F:50])[n:35][c:36]([CH2:39][CH3:40])[cH:37][n:38]1. Reactants: C1(CCCCC1)=CC1=C(C=CC(=C1)[N+](=O)[O-])NS(=O)(=O)C (N-(2-cyclohexylidenemethyl-4-nitrophenyl)methanesulfonamide). Reagents/catalysts: [Pt]=O (platinum oxide). The solvent is C(C)(=O)O (acetic acid). Yields the product NC1=CC(=C(C=C1)NS(=O)(=O)C)CC1CCCCC1 (N-(4-amino-2-cyclohexylmethylphenyl)methanesulfonamide). The yield is 93.4%. As a reaction SMILES: [C:1]1(=[CH:7][C:8]2[CH:13]=[C:12]([N+:14]([O-])=O)[CH:11]=[CH:10][C:9]=2[NH:17][S:18]([CH3:21])(=[O:20])=[O:19])[CH2:6][CH2:5][CH2:4][CH2:3][CH2:2]1>[Pt]=O.C(O)(=O)C>[NH2:14][C:12]1[CH:11]=[CH:10][C:9]([NH:17][S:18]([CH3:21])(=[O:20])=[O:19])=[C:8]([CH2:7][CH:1]2[CH2:6][CH2:5][CH2:4][CH2:3][CH2:2]2)[CH:13]=1. Procedure details: Fifty ml of an acetic acid solution containing 2.0 g of N-(2-cyclohexylidenemethyl-4-nitrophenyl)methanesulfonamide obtained in Example 14 and 0.1 g of platinum oxide was subjected to catalystic reduction under a hydrogen atmosphere at room temperature with stirring. The catalyst was removed by filtration, and the filtrate was concentrated, neutralized with a saturated aqueous sodium hydrogen carbonate solution and extracted with ethyl acetate. The ethyl acetate layer was washed, in turn, with w... Reactants: CC(=O)c1cc(-c2ccc(C(C)(C)C)cc2)c2c(c1)C(C)(C)CCC2(C)C, O=Cc1ccc(C(=O)O)cc1, [K+], [OH-]. The product is CC(C)(C)c1ccc(-c2cc(C(=O)C=Cc3ccc(C(=O)O)cc3)cc3c2C(C)(C)CCC3(C)C)cc1. RXN SMILES: [C:1]([CH3:2])([CH3:3])([CH3:4])[c:5]1[cH:6][cH:7][c:8](-[c:11]2[cH:12][c:13]([C:25]([CH3:26])=[O:27])[cH:14][c:15]3[c:20]2[C:19]([CH3:21])([CH3:22])[CH2:18][CH2:17][C:16]3([CH3:23])[CH3:24])[cH:9][cH:10]1.[C:28](=[O:29])([OH:30])[c:31]1[cH:32][cH:33][c:34]([CH:35]=[O:36])[cH:37][cH:38]1.[K+:40].[OH-:39]>>[C:1]([CH3:2])([CH3:3])([CH3:4])[c:5]1[cH:6][cH:7][c:8](-[c:11]2[cH:12][c:13]([C:25]([CH:26]=[CH:35][c:34]3[cH:33][cH:32][c:31]([C:28](=[O:29])[OH:30])[cH:38][cH:37]3)=[O:27])[cH:14][c:15]3[c:20]2[C:19]([CH3:21])([CH3:22])[CH2:18][CH2:17][C:16]3([CH3:23])[CH3:24])[cH:9][cH:10]1. Reactants: C=1(O)C(O)=CC=CC1 (catechol), CC([O-])C.[Zr+4].CC([O-])C.CC([O-])C.CC([O-])C (zirconium(IV) isopropoxide). Solvent: C1(=CC=CC=C1)C (toluene). Run at temperature 100 celsius. The product is C=1([O-])C([O-])=CC=CC1.[Zr+4].C=1([O-])C([O-])=CC=CC1 (Zirconium Catecholate). As a reaction SMILES: [C:1]1([C:3](=[CH:5][CH:6]=[CH:7][CH:8]=1)[OH:4])[OH:2].CC(C)[O-].[Zr+4:13].CC(C)[O-].CC(C)[O-].CC(C)[O-]>C1(C)C=CC=CC=1>[C:1]1([C:3](=[CH:5][CH:6]=[CH:7][CH:8]=1)[O-:4])[O-:2].[Zr+4:13].[C:1]1([C:3](=[CH:5][CH:6]=[CH:7][CH:8]=1)[O-:4])[O-:2] |f:1.2.3.4.5,7.8.9|. Reported procedure: A solution of catechol (2.20 g, 20 mmol) and toluene (25 ml) was dehydrated by distilling 5 mL of the solution. Thereafter, 5.00 g (10.6 mmol) of zirconium(IV) isopropoxide was added to the solution while stirring. The mixed solution was refluxed for 1 hour, and then, while the distillation temperature was 100° C. or higher, distilled until the amount of the solution became half. After the distillation, solid content of the product was isolated by suction filtering using a membrane suction filte... Reactants: N1CCOCC1 (morpholine), NC=1C2=CC=CC=C2N=C2CCCC(C12)O (9-Amino-1,2,3,4-tetrahydroacridin-1-ol), C(C1=CC=CC=C1)=O (benzaldehyde). Solvent: C1(=CC=CC=C1)C (toluene). Reaction conditions: time 8 hour. Yields the product N1(CCOCC1)C1CCCC2=NC3=CC=CC=C3C(=C12)N (1-(4-Morpholinyl)-1,2,3,4-tetrahydro-9-acridinamine). Reaction SMILES: [NH2:1][C:2]1[C:3]2[C:8]([N:9]=[C:10]3[C:15]=1[CH:14](O)[CH2:13][CH2:12][CH2:11]3)=[CH:7][CH:6]=[CH:5][CH:4]=2.[NH:17]1[CH2:22][CH2:21][O:20][CH2:19][CH2:18]1.C(=O)C1C=CC=CC=1>C1(C)C=CC=CC=1>[N:17]1([CH:14]2[C:15]3[C:10](=[N:9][C:8]4[C:3]([C:2]=3[NH2:1])=[CH:4][CH:5]=[CH:6][CH:7]=4)[CH2:11][CH2:12][CH2:13]2)[CH2:22][CH2:21][O:20][CH2:19][CH2:18]1. Procedure: 9-Amino-1,2,3,4-tetrahydroacridin-1-ol (15.0 g) was refluxed in 1000 ml of toluene that contained 12.18 g of morpholine and 9.285 g of benzaldehyde that had been freshly washed in K2CO3. The reaction mixture wasrefluxed overnight and allowed to cool. It was then filtered off and the crude product was purified by flash chromatography (20% PrOH/EtOAc) to give 2.20 g of analytically pure product after recrystallization from benzene/pentane, m.p. 215°-217°. Reactants: C(OCC)(C(F)Br)=O, c1(c2ccccc2)ccc(cc1)B(O)O. Reagents/catalysts: c1ccc(cc1)-c2c3ccccc3cc4ccccc24 (9-Phenylanthracene), C(=O)([O-])[O-].[Cs+].[Cs+] (Cs2CO3), O (water), c1(cc(ccn1)OC)C(N)=N (4-OMe-2-AmidinePy.HCl). Run in C1COCCO1 (Dioxane). Conditions: temperature 100 celsius, time 18 hour. Yields the product CCOC(=O)C(F)c1ccc(cc1)c2ccccc2. RXN SMILES: OB([c:1]1[cH:6][cH:5][c:4]([c:7]2[cH:12][cH:11][cH:10][cH:9][cH:8]2)[cH:3][cH:2]1)O.[CH3:13][CH2:14][O:15][C:16]([CH:18](Br)[F:19])=[O:17]>>[CH3:13][CH2:14][O:15][C:16]([CH:18]([c:1]1[cH:6][cH:5][c:4]([c:7]2[cH:12][cH:11][cH:10][cH:9][cH:8]2)[cH:3][cH:2]1)[F:19])=[O:17]. Reactants: [Br-], [Li]CCCC, C1CCOC1, C[P+](c1ccccc1)(c1ccccc1)c1ccccc1, CC(C)(C)OC(=O)C(C)(C)C(=O)c1ccccc1. Yields the product C=C(c1ccccc1)C(C)(C)C(=O)OC(C)(C)C. RXN SMILES: [Br-:24].[CH2:1]([Li:2])[CH2:3][CH2:4][CH3:5].[CH2:45]1[O:46][CH2:47][CH2:48][CH2:49]1.[CH3:25][P+:26]([c:27]1[cH:28][cH:29][cH:30][cH:31][cH:32]1)([c:33]1[cH:34][cH:35][cH:36][cH:37][cH:38]1)[c:39]1[cH:40][cH:41][cH:42][cH:43][cH:44]1.[CH3:6][C:7]([C:8](=[O:9])[O:10][C:11]([CH3:12])([CH3:13])[CH3:14])([C:15]([c:16]1[cH:17][cH:18][cH:19][cH:20][cH:21]1)=[O:22])[CH3:23]>>[CH2:1]=[C:15]([C:7]([CH3:6])([C:8](=[O:9])[O:10][C:11]([CH3:12])([CH3:13])[CH3:14])[CH3:23])[c:16]1[cH:17][cH:18][cH:19][cH:20][cH:21]1. The reactants are CCCn1cnc(C(=O)OC)c1, CO, Cl, [Li+], [OH-]. Yields the product CCCn1cnc(C(=O)O)c1. Reaction SMILES: [CH2:1]([CH2:2][CH3:3])[n:4]1[cH:5][n:6][c:7]([C:9](=[O:10])[O:11][CH3:12])[cH:8]1.[CH3:16][OH:17].[ClH:15].[Li+:14].[OH-:13]>>[CH2:1]([CH2:2][CH3:3])[n:4]1[cH:5][n:6][c:7]([C:9](=[O:10])[OH:11])[cH:8]1.